From a dataset of the Open Reaction Database (ORD), a public repository of structured organic reaction records. describe an organic reaction: reactants, conditions, products, and yield Reactants: CSC(NN=CC=1N=C(NC1C)C)=S (3-[(2,5-dimethyl-4-imidazolyl)methylene]dithiocarbazic acid methyl ester), C1(=CC=CC=C1)OC1=CC=CC=C1 (diphenyl ether). Product: CC1=NC(=C2N1C(NN=C2)=S)C (6,8-Dimethyl-imidazo[1,5-d]-as-triazine-4(3H)-thione). As a reaction SMILES: C[S:2][C:3](=S)[NH:4][N:5]=[CH:6][C:7]1[N:8]=[C:9]([CH3:13])[NH:10][C:11]=1[CH3:12].C1(OC2C=CC=CC=2)C=CC=CC=1>>[CH3:13][C:9]1[N:8]2[C:3](=[S:2])[NH:4][N:5]=[CH:6][C:7]2=[C:11]([CH3:12])[N:10]=1. Reported procedure: A mixture of 30.26 gm. of 3-[(2,5-dimethyl-4-imidazolyl)methylene]dithiocarbazic acid methyl ester and 125 ml. of diphenyl ether is reacted as described in Example 58 giving a solid which is the desired product, m.p. 287.5°-290° C. Starting materials: O=C(O)c1c(O)c2cccc3c2n(c1=O)CCO3, Cc1ccccc1, CNc1ccc(F)cc1, ClP(Cl)Cl, [Na+], [OH-], O. The product is CN(C(=O)c1c(O)c2cccc3c2n(c1=O)CCO3)c1ccc(F)cc1. Reaction SMILES: [C:14](=[O:15])([OH:16])[c:17]1[c:18]([OH:31])[c:19]2[cH:20][cH:21][cH:22][c:23]3[c:24]2[n:25]([c:29]1=[O:30])[CH2:26][CH2:27][O:28]3.[CH3:34][c:35]1[cH:36][cH:37][cH:38][cH:39][cH:40]1.[CH3:5][NH:6][c:7]1[cH:8][cH:9][c:10]([F:13])[cH:11][cH:12]1.[Cl:1][P:2]([Cl:3])[Cl:4].[Na+:33].[OH-:32].[OH2:41]>>[CH3:5][N:6]([c:7]1[cH:8][cH:9][c:10]([F:13])[cH:11][cH:12]1)[C:14](=[O:16])[c:17]1[c:18]([OH:31])[c:19]2[cH:20][cH:21][cH:22][c:23]3[c:24]2[n:25]([c:29]1=[O:30])[CH2:26][CH2:27][O:28]3. Yields the product CNC(=O)c1ccc2c(NCC(O)(CC(C)(C)c3cc(F)ccc3OC)C(F)(F)F)cccc2n1. As a reaction SMILES: [BH4-:36].[CH3:1][NH:2][C:3](=[O:4])[c:5]1[n:6][c:7]2[cH:8][cH:9][cH:10][c:11]([N:15]=[CH:16][C:17]([CH2:18][C:19]([CH3:20])([CH3:21])[c:22]3[c:23]([O:29][CH3:30])[cH:24][cH:25][c:26]([F:28])[cH:27]3)([C:31]([F:32])([F:33])[F:34])[OH:35])[c:12]2[cH:13][cH:14]1.[CH3:40][CH2:41][O:42][C:43](=[O:44])[CH3:45].[CH3:46][CH2:47][OH:48].[Cl-:39].[Na+:37].[Na+:38]>>[CH3:1][NH:2][C:3](=[O:4])[c:5]1[n:6][c:7]2[cH:8][cH:9][cH:10][c:11]([NH:15][CH2:16][C:17]([CH2:18][C:19]([CH3:20])([CH3:21])[c:22]3[c:23]([O:29][CH3:30])[cH:24][cH:25][c:26]([F:28])[cH:27]3)([C:31]([F:32])([F:33])[F:34])[OH:35])[c:12]2[cH:13][cH:14]1. Reactants: [BH4-], CNC(=O)c1ccc2c(N=CC(O)(CC(C)(C)c3cc(F)ccc3OC)C(F)(F)F)cccc2n1, CCOC(C)=O, CCO, [Cl-], [Na+], [Na+]. Product: OC1=C(C(=O)NC2=C(C(=O)OC)C=C(C(=C2)C2=CC=CC=C2)OC)C=C(C=C1)N1CCCCC1 (methyl 2-(2-hydroxy-5-(piperidin-1-yl)benzamido)-5-methoxy-4-phenylbenzoate). Reaction SMILES: C([O:8][C:9]1[CH:35]=[CH:34][C:33]([N:36]2[CH2:41][CH2:40][CH2:39][CH2:38][CH2:37]2)=[CH:32][C:10]=1[C:11]([NH:13][C:14]1[CH:23]=[C:22]([C:24]2[CH:29]=[CH:28][CH:27]=[CH:26][CH:25]=2)[C:21]([O:30][CH3:31])=[CH:20][C:15]=1[C:16]([O:18][CH3:19])=[O:17])=[O:12])C1C=CC=CC=1>CO.C(OCC)(=O)C.[C].[Pd]>[OH:8][C:9]1[CH:35]=[CH:34][C:33]([N:36]2[CH2:41][CH2:40][CH2:39][CH2:38][CH2:37]2)=[CH:32][C:10]=1[C:11]([NH:13][C:14]1[CH:23]=[C:22]([C:24]2[CH:25]=[CH:26][CH:27]=[CH:28][CH:29]=2)[C:21]([O:30][CH3:31])=[CH:20][C:15]=1[C:16]([O:18][CH3:19])=[O:17])=[O:12] |f:3.4|. The reactants are C(C1=CC=CC=C1)OC1=C(C(=O)NC2=C(C(=O)OC)C=C(C(=C2)C2=CC=CC=C2)OC)C=C(C=C1)N1CCCCC1 (methyl 2-(2-(benzyloxy)-5-(piperidin-1-yl)benzamido)-5-methoxy-4-phenylbenzoate). Reaction conditions: time 2 hour. Isolated yield 70.3%. Procedure details: To a solution mixture of methyl 2-(2-(benzyloxy)-5-(piperidin-1-yl)benzamido)-5-methoxy-4-phenylbenzoate (0.034 g) in methanol (2.5 mL) and ethyl acetate (2.5 mL), 10% palladium-carbon (6.8 mg) was added, followed by stirring under a hydrogen atmosphere at room temperature for 2 hours. The insoluble substance was removed by filtration, and the solvent was evaporated under reduced pressure. Hexane and diisopropyl ether were added to the obtained residue, and the solid substance was collected by f... Reagents/catalysts: [C].[Pd] (palladium-carbon). Run in CO (methanol), C(C)(=O)OCC (ethyl acetate). The reactants are COCCN1N=C(C=C1)N (1-(2-methoxy-ethyl)-1H-pyrazol-3-ylamine), N1=C(C=CC=C1C)C (2,6-lutidine), O=C1C[C@H](CC1)C[C@@H](C(=O)O)C1=CC(=CC=C1)C(F)(F)F ((R)-3-((R)-3-Oxo-cyclopentyl)-2-(3-trifluoromethyl-phenyl)-propionic acid), C(C(=O)Cl)(=O)Cl (oxalyl chloride). The reagents and catalysts are CN(C=O)C (N,N-dimethylformamide). Solvent: C(Cl)Cl (methylene chloride), C(Cl)Cl (methylene chloride), C(Cl)Cl (methylene chloride). Reaction conditions: temperature 25 celsius, time 30 minute. The product is COCCN1N=C(C=C1)NC([C@H](C[C@@H]1CC(CC1)=O)C1=CC(=CC=C1)C(F)(F)F)=O ((R)—N-[1-(2-methoxy-ethyl)-1H-pyrazol-3-yl]-3-((R)-3-oxo-cyclopentyl)-2-(3-trifluoromethyl-phenyl)-propionamide). The yield is 93.3%. Reaction SMILES: [O:1]=[C:2]1[CH2:6][CH2:5][C@H:4]([CH2:7][C@H:8]([C:12]2[CH:17]=[CH:16][CH:15]=[C:14]([C:18]([F:21])([F:20])[F:19])[CH:13]=2)[C:9]([OH:11])=O)[CH2:3]1.C(Cl)(=O)C(Cl)=O.[CH3:28][O:29][CH2:30][CH2:31][N:32]1[CH:36]=[CH:35][C:34]([NH2:37])=[N:33]1.N1C(C)=CC=CC=1C>C(Cl)Cl.CN(C)C=O>[CH3:28][O:29][CH2:30][CH2:31][N:32]1[CH:36]=[CH:35][C:34]([NH:37][C:9](=[O:11])[C@@H:8]([C:12]2[CH:17]=[CH:16][CH:15]=[C:14]([C:18]([F:21])([F:20])[F:19])[CH:13]=2)[CH2:7][C@H:4]2[CH2:5][CH2:6][C:2](=[O:1])[CH2:3]2)=[N:33]1. Procedure details: (R)-3-((R)-3-Oxo-cyclopentyl)-2-(3-trifluoromethyl-phenyl)-propionic acid (prepared in Example 118, 90 mg, 0.30 mmol) was dissolved in methylene chloride (3 mL) and N,N-dimethylformamide (three drops) at 25° C. under argon. To this solution was added dropwise a solution of oxalyl chloride in methylene chloride (2 M solution, 160 μL, 0.32 mmol) which produced gas evolution and it was then stirred at 25° C. for 30 minutes after which time it was concentrated in vacuo. The residue was then dissolve... The reactants are 1-tert-butoxycarbonyl-1,4-piperazine, Cl (Hydrogen chloride), C(C)(C)(C)OC(=O)N1CCN(CC1)S(=O)(=O)N[C@@H](C(=O)OC)C (methyl 2-(R)-[(4-tert-butoxycarbonylpiperazine-1-sulfonyl)amino]propionate), COC([C@H](N)C)=O (D-alanine methyl ester), COC([C@H](N)C(C)C)=O (D-valine methyl ester). Solvent: O1CCOCC1.C(Cl)Cl (dioxane methylene chloride). Conditions: time 4 hour. The product is N1(CCNCC1)S(=O)(=O)N[C@@H](C(=O)OC)C (methyl 2-(R)-[(piperazine-1-sulfonyl)amino]propionate). Isolated yield 91.0%. RXN SMILES: Cl.C(OC([N:9]1[CH2:14][CH2:13][N:12]([S:15]([NH:18][C@H:19]([CH3:24])[C:20]([O:22][CH3:23])=[O:21])(=[O:17])=[O:16])[CH2:11][CH2:10]1)=O)(C)(C)C.COC(=O)[C@@H](C(C)C)N.COC(=O)[C@@H](C)N>O1CCOCC1.C(Cl)Cl>[N:12]1([S:15]([NH:18][C@H:19]([CH3:24])[C:20]([O:22][CH3:23])=[O:21])(=[O:17])=[O:16])[CH2:11][CH2:10][NH:9][CH2:14][CH2:13]1 |f:4.5|. Procedure details: Hydrogen chloride gas was bubbled through a solution of methyl 2-(R)-[(4-tert-butoxycarbonylpiperazine-1-sulfonyl)amino]propionate (3.6 g, 10.7 mmol) [prepared by proceeding as described in Example 2, but substituting 4-(5-chloropyridin-2-yloxy)piperidine and D-valine methyl ester with 1-tert-butoxycarbonyl-1,4-piperazine and D-alanine methyl ester, respectively] in 10% dioxane/methylene chloride (100 ml) for 10 min. The reaction was stirred at RT for 4 h and concentrated in vacuo to give methyl...